Task: describe an organic reaction: reactants, conditions, products, and yield. Dataset: the Open Reaction Database (ORD), a public repository of structured organic reaction records Reactants: OC=1C=C(CN2CCCCC2)C=CC1 (N-(3-Hydroxybenzyl)piperidine), BrCCCCCC#N (6-bromohexanenitrile), C([O-])([O-])=O.[K+].[K+] (potassium carbonate). The solvent is CC(=O)C (acetone). Run at temperature 100 celsius, time 1 hour. Yields the product N1(CCCCC1)CC=1C=C(OCCCCCC#N)C=CC1 (6-(3-piperidinomethylphenoxy)hexanenitrile). As a reaction SMILES: [OH:1][C:2]1[CH:3]=[C:4]([CH:12]=[CH:13][CH:14]=1)[CH2:5][N:6]1[CH2:11][CH2:10][CH2:9][CH2:8][CH2:7]1.Br[CH2:16][CH2:17][CH2:18][CH2:19][CH2:20][C:21]#[N:22].C(=O)([O-])[O-].[K+].[K+]>CC(C)=O>[N:6]1([CH2:5][C:4]2[CH:3]=[C:2]([CH:14]=[CH:13][CH:12]=2)[O:1][CH2:16][CH2:17][CH2:18][CH2:19][CH2:20][C:21]#[N:22])[CH2:7][CH2:8][CH2:9][CH2:10][CH2:11]1 |f:2.3.4|. Procedure: N-(3-Hydroxybenzyl)piperidine (9.55 g) was heated with 6-bromohexanenitrile (10.2 g) and potassium carbonate (13.8 g) under reflux in acetone (150 ml) for 66 hours. The reaction mixture was cooled and filtered. The solvent was removed by evaporation and the residue was heated with stirring at 100° C. for one hour to remove unreacted 6-bromohexanenitrile and to yield 6-(3-piperidinomethylphenoxy)hexanenitrile as an oil. Reactants: BrC=1C=C(C=CC1OC1=CC(=CC(=C1)C(F)F)C#N)CC(=O)NC1=C(C=C(C=C1)S(N)(=O)=O)Br (2-[3-Bromo-4-(3-cyano-5-difluoromethyl-phenoxy)-phenyl]-N-(2-bromo-4-sulfamoyl-phenyl)-acetamide), NC1=C(C=C(C=C1)S(=O)(=O)N)Br (4-amino-3-bromo-benzenesulfonamide). Yields the product BrC=1C=C(C=CC1OC1=CC(=CC(=C1)C(F)F)C#N)CC(=O)NC1=C(C=C(C=C1)S(N)(=O)=O)C (2-[3-Bromo-4-(3-cyano-5-difluoromethyl-phenoxy)-phenyl]-N-(2-methyl-4-sulfamoyl-phenyl)-acetamide). RXN SMILES: [Br:1][C:2]1[CH:3]=[C:4]([CH2:20][C:21]([NH:23][C:24]2[CH:29]=[CH:28][C:27]([S:30](=[O:33])(=[O:32])[NH2:31])=[CH:26][C:25]=2Br)=[O:22])[CH:5]=[CH:6][C:7]=1[O:8][C:9]1[CH:14]=[C:13]([CH:15]([F:17])[F:16])[CH:12]=[C:11]([C:18]#[N:19])[CH:10]=1.N[C:36]1C=CC(S(N)(=O)=O)=CC=1Br>>[Br:1][C:2]1[CH:3]=[C:4]([CH2:20][C:21]([NH:23][C:24]2[CH:29]=[CH:28][C:27]([S:30](=[O:33])(=[O:32])[NH2:31])=[CH:26][C:25]=2[CH3:36])=[O:22])[CH:5]=[CH:6][C:7]=1[O:8][C:9]1[CH:14]=[C:13]([CH:15]([F:16])[F:17])[CH:12]=[C:11]([C:18]#[N:19])[CH:10]=1. Procedure: 2-[3-Bromo-4-(3-cyano-5-difluoromethyl-phenoxy)-phenyl]-N-(2-bromo-4-sulfamoyl-phenyl)-acetamide I-64) was prepared analogously except in step 4, 4-amino-3-bromo-benzenesulfonamide was used in place of 4-amino-3-methyl-benzenesulfonamide. The reactants are CC(=O)[O-], CC(=O)[O-], CSc1ccccc1B(O)O, COC(=O)c1ccc(I)cc1, CO, [Na+], [Na+], O=C([O-])[O-], O, [Pd+2]. Yields the product COC(=O)c1ccc(-c2ccccc2SC)cc1. As a reaction SMILES: [C:32]([O-:33])(=[O:34])[CH3:35].[C:37]([O-:38])(=[O:39])[CH3:40].[CH3:18][S:19][c:20]1[c:21]([B:26]([OH:27])[OH:28])[cH:22][cH:23][cH:24][cH:25]1.[CH3:1][O:2][C:3]([c:4]1[cH:5][cH:6][c:7]([I:10])[cH:8][cH:9]1)=[O:11].[CH3:30][OH:31].[Na+:12].[Na+:13].[O-:14][C:15](=[O:16])[O-:17].[OH2:29].[Pd+2:36]>>[CH3:1][O:2][C:3]([c:4]1[cH:5][cH:6][c:7](-[c:21]2[c:20]([S:19][CH3:18])[cH:25][cH:24][cH:23][cH:22]2)[cH:8][cH:9]1)=[O:11]. Reactants: C(C1=CC=CC=C1)OC(=O)N1C(N(C[C@H]1C(=O)N1CCN(CC1)C1=C(C=CC(=C1)C)C)S(=O)(=O)C1=CC=CC=C1)=O ((S)-3-Benzenesulfonyl-5-[4-(2,5-dimethyl-phenyl)-piperazine-1-carbonyl]-2-oxo-imidazolidine-1-carboxylic acid benzyl ester). Reagents/catalysts: [Pd] (Pd/C). Solvent: C(C)(=O)OCC (ethyl acetate). The product is C1(=CC=CC=C1)S(=O)(=O)N1C(N[C@@H](C1)C(=O)N1CCN(CC1)C1=C(C=CC(=C1)C)C)=O ((S)-1-benzenesulfonyl-4-[4-(2,5-dimethyl-phenyl)-piperazine-1-carbonyl]-imidazolidin-2-one). Yield: 52.1%. Reaction SMILES: C(OC([N:11]1[C@H:15]([C:16]([N:18]2[CH2:23][CH2:22][N:21]([C:24]3[CH:29]=[C:28]([CH3:30])[CH:27]=[CH:26][C:25]=3[CH3:31])[CH2:20][CH2:19]2)=[O:17])[CH2:14][N:13]([S:32]([C:35]2[CH:40]=[CH:39][CH:38]=[CH:37][CH:36]=2)(=[O:34])=[O:33])[C:12]1=[O:41])=O)C1C=CC=CC=1>C(OCC)(=O)C.[Pd]>[C:35]1([S:32]([N:13]2[CH2:14][C@@H:15]([C:16]([N:18]3[CH2:19][CH2:20][N:21]([C:24]4[CH:29]=[C:28]([CH3:30])[CH:27]=[CH:26][C:25]=4[CH3:31])[CH2:22][CH2:23]3)=[O:17])[NH:11][C:12]2=[O:41])(=[O:34])=[O:33])[CH:40]=[CH:39][CH:38]=[CH:37][CH:36]=1. Procedure details: (S)-3-Benzenesulfonyl-5-[4-(2,5-dimethyl-phenyl)-piperazine-1-carbonyl]-2-oxo-imidazolidine-1-carboxylic acid benzyl ester (300 mg) in ethyl acetate (3 mL) were hydrogenated in the presence of 10% Pd/C (28 mg). After removal of the catalyst and evaporation of the solvent, the residue was purified by column chromatography (SiO2, ethyl acetate) to yield (S)-1-benzenesulfonyl-4-[4-(2,5-dimethyl-phenyl)-piperazine-1-carbonyl]-imidazolidin-2-one (120 mg) as a white solid. MS: 443.4 ([M+H]+) Starting materials: O=C([O-])[O-], CCOC(C)=O, [Cs+], [Cs+], I[Cu]I, COc1ccc2c(I)ccnc2c1, CN(C)C=O, O, CC(CO)n1cc(-c2cccs2)ccc1=O, c1cnc2c(c1)ccc1cccnc12. Product: COc1ccc2c(OCC(C)n3cc(-c4cccs4)ccc3=O)ccnc2c1. Reaction SMILES: [C:30](=[O:31])([O-:32])[O-:33].[CH3:56][CH2:57][O:58][C:59]([CH3:60])=[O:61].[Cs+:34].[Cs+:35].[Cu:62]([I:63])[I:64].[I:17][c:18]1[cH:19][cH:20][n:21][c:22]2[cH:23][c:24]([O:28][CH3:29])[cH:25][cH:26][c:27]12.[O:50]=[CH:51][N:52]([CH3:53])[CH3:54].[OH2:55].[OH:1][CH2:2][CH:3]([CH3:4])[n:5]1[c:6](=[O:16])[cH:7][cH:8][c:9](-[c:11]2[s:12][cH:13][cH:14][cH:15]2)[cH:10]1.[cH:36]1[cH:37][c:38]2[cH:39][cH:40][c:41]3[c:42]([c:43]2[n:44][cH:45]1)[n:46][cH:47][cH:48][cH:49]3>>[O:1]([CH2:2][CH:3]([CH3:4])[n:5]1[c:6](=[O:16])[cH:7][cH:8][c:9](-[c:11]2[s:12][cH:13][cH:14][cH:15]2)[cH:10]1)[c:18]1[cH:19][cH:20][n:21][c:22]2[cH:23][c:24]([O:28][CH3:29])[cH:25][cH:26][c:27]12. Starting materials: COC1=CC2=C(CC(N(CC2)CCCNCCCNC2=CC=CC=C2)=O)C=C1OC (N-[3-(7,8-dimethoxy-1,3,4,5-tetrahydro-2H-3-benzazepin-2-on-3-yl)-propyl]-3-phenylamino-propylamine), C=O (paraformaldehyde), C(#N)[BH3-].[Na+] (sodium cyanoborohydride). Yields the product COC1=CC2=C(CC(N(CC2)CCCN(CCCNC2=CC=CC=C2)C)=O)C=C1OC (N-[3-(7,8-Dimethoxy-1,3,4,5-tetrahydro-2H-3-benzazepin-2-on-3-yl)-propyl]-N-(3-phenylaminopropyl)-methylamine). As a reaction SMILES: [CH3:1][O:2][C:3]1[C:28]([O:29][CH3:30])=[CH:27][C:6]2[CH2:7][C:8](=[O:26])[N:9]([CH2:12][CH2:13][CH2:14][NH:15][CH2:16][CH2:17][CH2:18][NH:19][C:20]3[CH:25]=[CH:24][CH:23]=[CH:22][CH:21]=3)[CH2:10][CH2:11][C:5]=2[CH:4]=1.C=O.[C:33]([BH3-])#N.[Na+]>>[CH3:1][O:2][C:3]1[C:28]([O:29][CH3:30])=[CH:27][C:6]2[CH2:7][C:8](=[O:26])[N:9]([CH2:12][CH2:13][CH2:14][N:15]([CH3:33])[CH2:16][CH2:17][CH2:18][NH:19][C:20]3[CH:25]=[CH:24][CH:23]=[CH:22][CH:21]=3)[CH2:10][CH2:11][C:5]=2[CH:4]=1 |f:2.3|. Reported procedure: The title compound is prepared from N-[3-(7,8-dimethoxy-1,3,4,5-tetrahydro-2H-3-benzazepin-2-on-3-yl)-propyl]-3-phenylamino-propylamine, paraformaldehyde and sodium cyanoborohydride analogously to Example 5. Starting materials: ClC=1C(=CC=C2C(=CC(=NC12)C=1SC=C(N1)C(C)C)OC1CN2C(CCCCCC=CC3CC3(NC(C2C1)=O)C(=O)O)=O)OC (17-[8-chloro-2-(4-isopropylthiazol-2-yl)-7-methoxyquinolin-4-yloxy]-2,14-dioxo-3,15-diazatricyclo[13.3.0.04,6]octadec-7-ene-4-carboxylic acid), C(C)(C)C=1N=C(SC1)C1=NC2=CC(=CC=C2C(=C1)OC1CN2C(CCCCCCC=CC3CC3(NC(C2C1)=O)C(=O)NS(=O)(=O)C1CC1)=O)OC (N-[[18-[2-[4-(isopropyl)thiazol-2-yl]-7-methoxyquinolin-4-yloxy]-2,15-dioxo-3,16-diazatricyclo[14.3.0.04,6]nonadec-7-en-4-yl]carbonyl](cyclopropyl)sulfonamide). Product: ClC=1C(=CC=C2C(=CC(=NC12)C=1SC=C(N1)C(C)C)OC1CN2C(CCCCCC=CC3CC3(NC(C2C1)=O)C(=O)NS(=O)(=O)C1CC1)=O)OC (N-[17-[8-chloro-2-(4-isopropylthiazol-2-yl)-7-methoxyquinolin-4-yloxy]-2,14-dioxo-3,15-diazatricyclo[13.3.0.04,6]octadec-7-ene-4-carbonyl]-(cyclopropyl)sulfonamide). As a reaction SMILES: [Cl:1][C:2]1[C:3]([O:44][CH3:45])=[CH:4][CH:5]=[C:6]2[C:11]=1[N:10]=[C:9]([C:12]1[S:13][CH:14]=[C:15]([CH:17]([CH3:19])[CH3:18])[N:16]=1)[CH:8]=[C:7]2[O:20][CH:21]1[CH2:38][CH:37]2[N:23]([C:24](=[O:43])[CH2:25][CH2:26][CH2:27][CH2:28][CH2:29][CH:30]=[CH:31][CH:32]3[C:34]([C:40]([OH:42])=O)([NH:35][C:36]2=[O:39])[CH2:33]3)[CH2:22]1.C(C1N=C(C2C=C(OC3CC4N(C(=O)CCCCCCC=CC5C(C([NH:87][S:88]([CH:91]6[CH2:93][CH2:92]6)(=[O:90])=[O:89])=O)(NC4=O)C5)C3)C3C(=CC(OC)=CC=3)N=2)SC=1)(C)C>>[Cl:1][C:2]1[C:3]([O:44][CH3:45])=[CH:4][CH:5]=[C:6]2[C:11]=1[N:10]=[C:9]([C:12]1[S:13][CH:14]=[C:15]([CH:17]([CH3:19])[CH3:18])[N:16]=1)[CH:8]=[C:7]2[O:20][CH:21]1[CH2:38][CH:37]2[N:23]([C:24](=[O:43])[CH2:25][CH2:26][CH2:27][CH2:28][CH2:29][CH:30]=[CH:31][CH:32]3[C:34]([C:40]([NH:87][S:88]([CH:91]4[CH2:93][CH2:92]4)(=[O:90])=[O:89])=[O:42])([NH:35][C:36]2=[O:39])[CH2:33]3)[CH2:22]1. Procedure details: The title compound was prepared from 17-[8-chloro-2-(4-isopropylthiazol-2-yl)-7-methoxyquinolin-4-yloxy]-2,14-dioxo-3,15-diazatricyclo[13.3.0.04,6]octadec-7-ene-4-carboxylic acid (56) following the procedure reported for synthesis of N-[[18-[2-[4-(isopropyl)thiazol-2-yl]-7-methoxyquinolin-4-yloxy]-2,15-dioxo-3,16-diazatricyclo-[14.3.0.04,6]nonadec-7-en-4-yl]carbonyl](cyclopropyl)sulfonamide 11: m/z=756 (M+H)+. 1H NMR (CDCl3): 0.90-0.98 (m, 1H), 1.05-2.0 (m, 2H), 1.3-1.4 (m, 9H), 1.5-1.6 (m, 2H),...